From a dataset of the Open Reaction Database (ORD), a public repository of structured organic reaction records. describe an organic reaction: reactants, conditions, products, and yield The reactants are CCN(CC)S(=O)(=O)c1ccccc1N, [Cl-], O=N[O-], [Na+], [Na+], [Na+], O=S([O-])[O-]. Product: CCN(CC)S(=O)(=O)c1ccccc1S(=O)(=O)Cl. RXN SMILES: [CH2:1]([CH3:2])[N:3]([CH2:4][CH3:5])[S:6](=[O:7])(=[O:8])[c:9]1[c:10]([NH2:11])[cH:12][cH:13][cH:14][cH:15]1.[Cl-:26].[N:16]([O-:17])=[O:18].[Na+:19].[Na+:24].[Na+:25].[S:20](=[O:21])([O-:22])[O-:23]>>[CH2:1]([CH3:2])[N:3]([CH2:4][CH3:5])[S:6](=[O:7])(=[O:8])[c:9]1[c:10]([S:20](=[O:21])(=[O:23])[Cl:26])[cH:12][cH:13][cH:14][cH:15]1. Starting materials: CN(C)C(=O)C(c1ccc(B2OC(C)(C)C(C)(C)O2)cc1)C(NC(=O)OC(C)(C)C)C(=O)N1CCC(F)C1, Cl, C1CCOC1, O, OO. The product is CN(C)C(=O)C(c1ccc(O)cc1)C(NC(=O)OC(C)(C)C)C(=O)N1CCC(F)C1. RXN SMILES: [C:1]([CH3:2])([CH3:3])([CH3:4])[O:5][C:6](=[O:7])[NH:8][CH:9]([C:10](=[O:11])[N:12]1[CH2:13][CH:14]([F:17])[CH2:15][CH2:16]1)[CH:18]([c:19]1[cH:20][cH:21][c:22]([B:25]2[O:26][C:27]([CH3:28])([CH3:29])[C:30]([CH3:31])([CH3:32])[O:33]2)[cH:23][cH:24]1)[C:34](=[O:35])[N:36]([CH3:37])[CH3:38].[ClH:41].[O:43]1[CH2:44][CH2:45][CH2:46][CH2:47]1.[OH2:42].[OH:39][OH:40]>>[C:1]([CH3:2])([CH3:3])([CH3:4])[O:5][C:6](=[O:7])[NH:8][CH:9]([C:10](=[O:11])[N:12]1[CH2:13][CH:14]([F:17])[CH2:15][CH2:16]1)[CH:18]([c:19]1[cH:20][cH:21][c:22]([OH:39])[cH:23][cH:24]1)[C:34](=[O:35])[N:36]([CH3:37])[CH3:38]. Starting materials: CC(C)c1cc(C#N)cc2nc(-c3ccc(C(=O)NCC4CCC(CC(=O)O)CC4)cc3)oc12, Nc1cc(C(F)(F)F)ccn1. Yields the product CC(C)c1cc(C#N)cc2nc(-c3ccc(C(=O)NCC4CCC(CC(=O)Nc5cc(C(F)(F)F)ccn5)CC4)cc3)oc12. As a reaction SMILES: [C:1](#[N:2])[c:3]1[cH:4][c:5]([CH:32]([CH3:33])[CH3:34])[c:6]2[c:7]([n:8][c:9](-[c:11]3[cH:12][cH:13][c:14]([C:15](=[O:16])[NH:17][CH2:18][CH:19]4[CH2:20][CH2:21][CH:22]([CH2:25][C:26](=[O:27])[OH:28])[CH2:23][CH2:24]4)[cH:29][cH:30]3)[o:10]2)[cH:31]1.[NH2:35][c:36]1[n:37][cH:38][cH:39][c:40]([C:42]([F:43])([F:44])[F:45])[cH:41]1>>[C:1](#[N:2])[c:3]1[cH:4][c:5]([CH:32]([CH3:33])[CH3:34])[c:6]2[c:7]([n:8][c:9](-[c:11]3[cH:12][cH:13][c:14]([C:15](=[O:16])[NH:17][CH2:18][CH:19]4[CH2:20][CH2:21][CH:22]([CH2:25][C:26](=[O:27])[NH:35][c:36]5[n:37][cH:38][cH:39][c:40]([C:42]([F:43])([F:44])[F:45])[cH:41]5)[CH2:23][CH2:24]4)[cH:29][cH:30]3)[o:10]2)[cH:31]1.